From a dataset of the Open Reaction Database (ORD), a public repository of structured organic reaction records. describe an organic reaction: reactants, conditions, products, and yield Reactants: O1C(CCCC1)ONC(=O)C1=CC/2=C(NC(\C2=C/C=2NC=CC2)=O)S1 ((Z)-5-Oxo-4-[1H-pyrrol-2-ylmethylene]-5,6-dihydro-4H-thieno[2,3-b]pyrrole-2-carboxylic acid (tetrahydro-pyran-2-yloxy)-amide), C1(=CC=C(C=C1)S(=O)(=O)O)C (4-Toluene sulfonic acid). Solvent: CO (methanol). Conditions: time 2 hour. Yields the product O=C1\C(\C2=C(N1)SC(=C2)C(=O)O)=C/C=2NC=CC2 ((Z)-5-Oxo-4-[1H-pyrrol-2-ylmethylene]-5,6-dihydro-4H-thieno[2,3-b]pyrrole-2-carboxylic acid). The yield is 42.7%. As a reaction SMILES: O1CCCCC1ON[C:9]([C:11]1[S:25][C:14]2[NH:15][C:16](=[O:24])/[C:17](=[CH:18]\[C:19]3[NH:20][CH:21]=[CH:22][CH:23]=3)/[C:13]=2[CH:12]=1)=[O:10].C1(C)C=CC(S(O)(=O)=[O:33])=CC=1>CO>[O:24]=[C:16]1[NH:15][C:14]2[S:25][C:11]([C:9]([OH:10])=[O:33])=[CH:12][C:13]=2/[C:17]/1=[CH:18]/[C:19]1[NH:20][CH:21]=[CH:22][CH:23]=1. Procedure: (Z)-5-Oxo-4-[1H-pyrrol-2-ylmethylene]-5,6-dihydro-4H-thieno[2,3-b]pyrrole-2-carboxylic acid (tetrahydro-pyran-2-yloxy)-amide (65 mg, 0.18 mmol) was dissolved in methanol (2 ml). 4-Toluene sulfonic acid (0.09 mmol, 15 mg) was added in one portion and the solution stirred at room temperature for 2 hours. The solvent was evaporated and the residue triturated with diethyl ether to give 10 mg of (Z)-5-Oxo-4-[1H-pyrrol-2-ylmethylene]-5,6-dihydro-4H-thieno[2,3-b]pyrrole-2-carboxylic acid hydroxamide as... As a reaction SMILES: [Br:1][c:2]1[cH:3][c:4]2[c:5](-[c:19]3[cH:20][cH:21][c:22]([F:25])[cH:23][cH:24]3)[c:6]([C:13]([C:14]([F:15])([F:16])[F:17])=[O:18])[c:7]([CH3:12])[n:8][c:9]2[cH:10][cH:11]1.[C:36]([O:37][CH2:38][CH3:39])(=[O:40])[CH3:41].[CH3:26][N:27]([CH:28]1[CH2:29][NH:30][CH2:31][CH2:32]1)[CH3:33].[CH3:34][OH:35]>>[c:2]1([N:30]2[CH2:29][CH:28]([N:27]([CH3:26])[CH3:33])[CH2:32][CH2:31]2)[cH:3][c:4]2[c:5](-[c:19]3[cH:20][cH:21][c:22]([F:25])[cH:23][cH:24]3)[c:6]([C:13]([C:14]([F:15])([F:16])[F:17])=[O:18])[c:7]([CH3:12])[n:8][c:9]2[cH:10][cH:11]1. The product is Cc1nc2ccc(N3CCC(N(C)C)C3)cc2c(-c2ccc(F)cc2)c1C(=O)C(F)(F)F. Starting materials: Cc1nc2ccc(Br)cc2c(-c2ccc(F)cc2)c1C(=O)C(F)(F)F, CCOC(C)=O, CN(C)C1CCNC1, CO.